From a dataset of the Open Reaction Database (ORD), a public repository of structured organic reaction records. describe an organic reaction: reactants, conditions, products, and yield The reactants are CCO, CCOC(=O)c1ccn(CCOC)n1, [Na+], [OH-], O. Product: COCCn1ccc(C(=O)O)n1. Reaction SMILES: [CH3:17][CH2:18][OH:19].[CH3:1][O:2][CH2:3][CH2:4][n:5]1[n:6][c:7]([C:10](=[O:11])[O:12][CH2:13][CH3:14])[cH:8][cH:9]1.[Na+:16].[OH-:15].[OH2:20]>>[CH3:1][O:2][CH2:3][CH2:4][n:5]1[n:6][c:7]([C:10](=[O:11])[OH:12])[cH:8][cH:9]1. Reactants: O (Water), [OH-].[Na+] (sodium hydroxide), O (water), C(C1=CC=CC=C1)(=O)N1CCC=2NC3=CC=C4C(=C3C2CC1)C=CC(O4)(C)C (10-benzoyl-3,3-dimethyl-7,8,9,10,11,12-hexahydro-3H-azepino[4,5-b]pyrano[3,2-e]indole), [H-].[Al+3].[Li+].[H-].[H-].[H-] (lithium aluminum hydride). Solvent: O1CCCC1 (tetrahydrofuran). Run at time 16 hour. Product: C(C1=CC=CC=C1)N1CCC=2NC3=CC=C4C(=C3C2CC1)C=CC(O4)(C)C (10-Benzyl-3,3-dimethyl-7,8,9,10,11,12-hexahydro-3H-azepino[4,5-b]pyrano[3,2-e]indole). RXN SMILES: [C:1]([N:9]1[CH2:22][CH2:21][C:20]2[C:19]3[C:14](=[CH:15][CH:16]=[C:17]4[O:26][C:25]([CH3:28])([CH3:27])[CH:24]=[CH:23][C:18]4=3)[NH:13][C:12]=2[CH2:11][CH2:10]1)(=O)[C:2]1[CH:7]=[CH:6][CH:5]=[CH:4][CH:3]=1.[H-].[Al+3].[Li+].[H-].[H-].[H-].O.[OH-].[Na+]>O1CCCC1>[CH2:1]([N:9]1[CH2:22][CH2:21][C:20]2[C:19]3[C:14](=[CH:15][CH:16]=[C:17]4[O:26][C:25]([CH3:28])([CH3:27])[CH:24]=[CH:23][C:18]4=3)[NH:13][C:12]=2[CH2:11][CH2:10]1)[C:2]1[CH:3]=[CH:4][CH:5]=[CH:6][CH:7]=1 |f:1.2.3.4.5.6,8.9|. Procedure: To a solution of 10-benzoyl-3,3-dimethyl-7,8,9,10,11,12-hexahydro-3H-azepino[4,5-b]pyrano[3,2-e]indole (0.115 g, 0.31 mmol) in tetrahydrofuran (5.0 mL) was added lithium aluminum hydride (0.125 g, 3.10 mmol). The resulted mixture was stirred at room temperature for 16 h. Water (0.13 mL), 15% sodium hydroxide solution (0.13 mL) and water (0.39 mL) were added sequentially. The mixture was filtered through a pad of celite and the filtrate was concentrated in vacuo to dryness. The residue was subjec... Reactants: 2,4-dichloro-7-aryl-6,7-dihydro-5H-cyclopenta[d]pyrimidines, CC1(NC(CCC1)(C)C)C (2,2,6,6-tetramethylpiperidine), ClC1=NC(=NC(=C1)OC)OC (4-Chloro-2,6-dimethoxypyrimidine), C(CCC)[Li] (n-butyllithium). Product: C(C=C)C=1C(=NC(=NC1OC)OC)Cl (5-allyl-4-chloro-2,6-dimethoxypyrimidine). As a reaction SMILES: [Cl:1][C:2]1[CH:7]=[C:6]([O:8][CH3:9])[N:5]=[C:4]([O:10][CH3:11])[N:3]=1.[CH2:12]([Li])[CH2:13][CH2:14]C.CC1(C)CCCC(C)(C)N1>>[CH2:14]([C:7]1[C:2]([Cl:1])=[N:3][C:4]([O:10][CH3:11])=[N:5][C:6]=1[O:8][CH3:9])[CH:13]=[CH2:12]. Reported procedure: Synthesis of 2,4-dichloro-7-aryl-6,7-dihydro-5H-cyclopenta[d]pyrimidines 25 could also be performed according to the pathway described on Scheme 10. 4-Chloro-2,6-dimethoxypyrimidine 29 could be deprotonated with a strong base, such as n-butyllithium or 2,2,6,6-tetramethylpiperidine, and quenched with allyl bromide to give 5-allyl-4-chloro-2,6-dimethoxypyrimidine 30. Nencka, R.; Votruba, I.; H{hacek over (r)}ebabeck{grave over (y)}, H.; Jansa, P.; Tlou{hacek over (s)}t′ovà, E.; Horskà, K.; Masojì... Reactants: C1(=CC=CC=C1)C=CC=1C=C2C=NNC(C2=CC1)=O (6-(2-phenylethenyl)-1(2H)-phthalazinone). The reagents and catalysts are [Pd] (palladium on carbon). The solvent is CN(C=O)C (dimethylformamide). Yields the product C(CC1=CC=CC=C1)C=1C=C2C=NNC(C2=CC1)=O (6-Phenethyl-1(2H)-phthalazinone). RXN SMILES: [C:1]1([CH:7]=[CH:8][C:9]2[CH:10]=[C:11]3[C:16](=[CH:17][CH:18]=2)[C:15](=[O:19])[NH:14][N:13]=[CH:12]3)[CH:6]=[CH:5][CH:4]=[CH:3][CH:2]=1>CN(C)C=O.[Pd]>[CH2:8]([C:9]1[CH:10]=[C:11]2[C:16](=[CH:17][CH:18]=1)[C:15](=[O:19])[NH:14][N:13]=[CH:12]2)[CH2:7][C:1]1[CH:2]=[CH:3][CH:4]=[CH:5][CH:6]=1. Procedure: A slurry of 11.2 gm 6-(2-phenylethenyl)-1(2H)-phthalazinone, from the previous example, in 115 ml dimethylformamide was hydrogenated with 1.0 gm 10% palladium on carbon catalyst at 50 psig for 3 hours. The catalyst was filtered off and rinsed with a little dimethylformamide. The filtrate was added to 5 volumes of water, stirred for a few minutes, filtered, washed with water and air dried. Wt=7.8 gm, m.p.=190°-193°. After recrystallization from 80 ml n-butanol the product weighed 6.4 gm and melte... The reactants are Cc1nc(NC(=O)c2c(F)cccc2F)sc1-c1cc(Br)c2c(c1)OCO2, CCO, [H][H]. The product is Cc1nc(NC(=O)c2c(F)cccc2F)sc1-c1ccc2c(c1)OCO2. Reaction SMILES: [Br:1][c:2]1[cH:3][c:4](-[c:11]2[c:12]([CH3:27])[n:13][c:14]([NH:16][C:17]([c:18]3[c:19]([F:25])[cH:20][cH:21][cH:22][c:23]3[F:24])=[O:26])[s:15]2)[cH:5][c:6]2[c:7]1[O:8][CH2:9][O:10]2.[CH3:30][CH2:31][OH:32].[H:28][H:29]>>[cH:2]1[cH:3][c:4](-[c:11]2[c:12]([CH3:27])[n:13][c:14]([NH:16][C:17]([c:18]3[c:19]([F:25])[cH:20][cH:21][cH:22][c:23]3[F:24])=[O:26])[s:15]2)[cH:5][c:6]2[c:7]1[O:8][CH2:9][O:10]2. Reaction SMILES: [B:19]([Br:20])([Br:21])[Br:22].[C:1]([CH2:2][CH2:3][CH3:4])(=[O:5])[c:6]1[cH:7][n:8][c:9]2[c:10]([O:17][CH3:18])[cH:11][cH:12][cH:13][c:14]2[c:15]1[Cl:16].[Cl:23][CH2:24][Cl:25]>>[C:1]([CH2:2][CH2:3][CH3:4])(=[O:5])[c:6]1[cH:7][n:8][c:9]2[c:10]([OH:17])[cH:11][cH:12][cH:13][c:14]2[c:15]1[Cl:16]. Starting materials: BrB(Br)Br, CCCC(=O)c1cnc2c(OC)cccc2c1Cl, ClCCl. Product: CCCC(=O)c1cnc2c(O)cccc2c1Cl.